describe an organic reaction: reactants, conditions, products, and yield From a dataset of the Open Reaction Database (ORD), a public repository of structured organic reaction records. Reactants: BrC=1C=C(C(=O)OC)C=CC1C(C)(C)C (methyl 3-bromo-4-tert-butylbenzoate), P(=O)([O-])([O-])[O-].[K+].[K+].[K+] (potassium phosphate), C1(CCCCC1)P(C1=C(C=CC=C1)C1=C(C=CC=C1OC)OC)C1CCCCC1 (2-(dicyclohexylphosphino)-2′,6′-dimethoxy-1,1′-biphenyl), C1(=CC=CC=C1)C (toluene), O (H2O). Reagents/catalysts: C=1C=CC(=CC1)/C=C/C(=O)/C=C/C2=CC=CC=C2.C=1C=CC(=CC1)/C=C/C(=O)/C=C/C2=CC=CC=C2.C=1C=CC(=CC1)/C=C/C(=O)/C=C/C2=CC=CC=C2.[Pd].[Pd] (tris(dibenzylideneacetone)dipalladium(0)). Conditions: temperature 110 celsius, time 8 hour. Product: C(CCC)OC1=C(C=C(C=C1)OC)C1=CC(=CC=C1C(C)(C)C)C(=O)OC (Methyl 2′-(butyloxy)-6-(1,1-dimethylethyl)-5′-(methyloxy)-1,1′-biphenyl-3-carboxylate). Yield: 39.0%. RXN SMILES: Br[C:2]1[CH:3]=[C:4]([CH:9]=[CH:10][C:11]=1[C:12]([CH3:15])([CH3:14])[CH3:13])[C:5]([O:7][CH3:8])=[O:6].P([O-])([O-])([O-])=O.[K+].[K+].[K+].C1(P(C2CCCCC2)C2C=CC=CC=2[C:37]2[C:42]([O:43][CH3:44])=[CH:41][CH:40]=[CH:39][C:38]=2OC)CCCCC1.[OH2:53].[C:54]1(C)[CH:59]=CC=[CH:56][CH:55]=1>C1C=CC(/C=C/C(/C=C/C2C=CC=CC=2)=O)=CC=1.C1C=CC(/C=C/C(/C=C/C2C=CC=CC=2)=O)=CC=1.C1C=CC(/C=C/C(/C=C/C2C=CC=CC=2)=O)=CC=1.[Pd].[Pd]>[CH2:59]([O:53][C:39]1[CH:40]=[CH:41][C:42]([O:43][CH3:44])=[CH:37][C:38]=1[C:2]1[C:11]([C:12]([CH3:15])([CH3:14])[CH3:13])=[CH:10][CH:9]=[C:4]([C:5]([O:7][CH3:8])=[O:6])[CH:3]=1)[CH2:54][CH2:55][CH3:56] |f:1.2.3.4,8.9.10.11.12|. Procedure: A mixture of methyl 3-bromo-4-tert-butylbenzoate (120 mg, 443 μmol), compound C.3 (226 mg, 664 μmol), potassium phosphate (282 mg, 1328 μmol), 2-(dicyclohexylphosphino)-2′,6′-dimethoxy-1,1′-biphenyl (36 mg, 89 μmol) (Aldrich, CAS# 657408-07-6), and tris(dibenzylideneacetone)dipalladium(0) (20 mg, 22 μmol) in toluene (1.0 mL) was stirred overnight at 110° C. The mixture was cooled to room temperature, filtered through a pad of celite with EtOAc rinsings, and concentrated. The crude product was pu...